From a dataset of the Open Reaction Database (ORD), a public repository of structured organic reaction records. describe an organic reaction: reactants, conditions, products, and yield Starting materials: C[Mg]Cl (Methylmagnesium chloride), 2-L, C(C)(=O)O (acetic acid), CC(C(C=O)=C)=C(C)C (3,4-Dimethyl-2-methylene-pentenal). Run in C1CCOC1 (THF). Reaction conditions: temperature 17.5 celsius, time 2 hour. Product: CC(C(C(C)O)=C)C(C)C (4,5-dimethyl-3-methylene-hexan-2-ol). The yield is 84.2%. As a reaction SMILES: C[Mg]Cl.[CH3:4][C:5](=[C:10]([CH3:12])[CH3:11])[C:6](=[CH2:9])[CH:7]=[O:8].[C:13](O)(=O)C>C1COCC1>[CH3:4][CH:5]([CH:10]([CH3:12])[CH3:11])[C:6](=[CH2:9])[CH:7]([OH:8])[CH3:13]. Procedure details: Methylmagnesium chloride in THF (3 M, 2.65 L) was charged into a flame-dried 2-L reaction flask fitted with a mechanical stirrer, a thermocouple, a condenser, and a dropping funnel. The reaction flask was cooled with an external bath to about 15-20° C. 3,4-Dimethyl-2-methylene-pentenal (prepared as above) (834 g) was fed over about 2-3 hours to allow the exotherm temperature at about 30-35° C. After the feeding was completed, the reaction mass was aged for about 2 hours. GC analysis determined a...